The task is: describe an organic reaction: reactants, conditions, products, and yield. This data is from the Open Reaction Database (ORD), a public repository of structured organic reaction records. Starting materials: CCCCc1ncc(C=C(Cc2ccccc2)C(=O)O)n1Cc1ccccc1[N+](=O)[O-], [NH4+], [OH-], O=S(Cl)Cl. The product is CCCCc1ncc(C=C(Cc2ccccc2)C(N)=O)n1Cc1ccccc1[N+](=O)[O-]. RXN SMILES: [CH2:1]([CH2:2][CH2:3][CH3:4])[c:5]1[n:6]([CH2:22][c:23]2[c:24]([N+:29](=[O:30])[O-:31])[cH:25][cH:26][cH:27][cH:28]2)[c:7]([CH:10]=[C:11]([C:12](=[O:13])[OH:14])[CH2:15][c:16]2[cH:17][cH:18][cH:19][cH:20][cH:21]2)[cH:8][n:9]1.[NH4+:36].[OH-:37].[S:32]([Cl:33])([Cl:34])=[O:35]>>[CH2:1]([CH2:2][CH2:3][CH3:4])[c:5]1[n:6]([CH2:22][c:23]2[c:24]([N+:29](=[O:30])[O-:31])[cH:25][cH:26][cH:27][cH:28]2)[c:7]([CH:10]=[C:11]([C:12](=[O:13])[NH2:36])[CH2:15][c:16]2[cH:17][cH:18][cH:19][cH:20][cH:21]2)[cH:8][n:9]1.